Dataset: the Open Reaction Database (ORD), a public repository of structured organic reaction records. Task: describe an organic reaction: reactants, conditions, products, and yield Reactants: COc1ccc(C(=O)N2c3ccccc3C(N(C(C)=O)c3ccncc3)CC2C)cc1, O=C(Cl)c1ccc(F)cc1. Yields the product COc1ccc(C(=O)N2c3ccccc3C(N)CC2C)cc1. As a reaction SMILES: [CH3:1][O:2][c:3]1[cH:4][cH:5][c:6]([C:7](=[O:8])[N:9]2[CH:10]([CH3:29])[CH2:11][CH:12]([N:19]([c:20]3[cH:21][cH:22][n:23][cH:24][cH:25]3)[C:26](=[O:27])[CH3:28])[c:13]3[cH:14][cH:15][cH:16][cH:17][c:18]32)[cH:30][cH:31]1.[F:32][c:33]1[cH:34][cH:35][c:36]([C:37]([Cl:38])=[O:39])[cH:40][cH:41]1>>[CH3:1][O:2][c:3]1[cH:4][cH:5][c:6]([C:7](=[O:8])[N:9]2[CH:10]([CH3:29])[CH2:11][CH:12]([NH2:19])[c:13]3[cH:14][cH:15][cH:16][cH:17][c:18]32)[cH:30][cH:31]1. The reactants are O=C(O)C(F)(F)F, O=C(Nc1ccc(Oc2ccnc3cc(C4CCC5(CC4)OCCO5)sc23)c(F)c1)c1ccnn(-c2ccc(F)cc2)c1=O. Product: O=C1CCC(c2cc3nccc(Oc4ccc(NC(=O)c5ccnn(-c6ccc(F)cc6)c5=O)cc4F)c3s2)CC1. RXN SMILES: [F:45][C:46]([F:47])([F:48])[C:49]([OH:50])=[O:51].[O:1]1[CH2:3][CH2:2][O:4][C:5]12[CH2:6][CH2:7][CH:8]([c:11]1[cH:12][c:13]3[n:14][cH:15][cH:16][c:17]([O:20][c:21]4[c:22]([F:44])[cH:23][c:24]([NH:27][C:28](=[O:29])[c:30]5[c:31](=[O:43])[n:32](-[c:36]6[cH:37][cH:38][c:39]([F:42])[cH:40][cH:41]6)[n:33][cH:34][cH:35]5)[cH:25][cH:26]4)[c:18]3[s:19]1)[CH2:9][CH2:10]2>>[O:4]=[C:5]1[CH2:6][CH2:7][CH:8]([c:11]2[cH:12][c:13]3[n:14][cH:15][cH:16][c:17]([O:20][c:21]4[c:22]([F:44])[cH:23][c:24]([NH:27][C:28](=[O:29])[c:30]5[c:31](=[O:43])[n:32](-[c:36]6[cH:37][cH:38][c:39]([F:42])[cH:40][cH:41]6)[n:33][cH:34][cH:35]5)[cH:25][cH:26]4)[c:18]3[s:19]2)[CH2:9][CH2:10]1. Reactants: NCCC1=NNC=C1 (3-(2-aminoethyl)pyrazole), resultant residue, C1=2C(=O)OC(NC1=CC=CC2)=O (isatoic anhydride), O (water). The solvent is C(C)(=O)OCC (ethyl acetate), O1CCOCC1 (dioxane), O1CCOCC1 (dioxane). Yields the product NC1=C(C(=O)NCCC2=NNC=C2)C=CC=C1 (2-Amino-N-[2-(1H-pyrazol-3-yl)ethyl]benzamide). Reaction SMILES: [C:1]12[C:7](=[CH:8][CH:9]=[CH:10][CH:11]=1)[NH:6]C(=O)[O:4][C:2]2=O.[NH2:13][CH2:14][CH2:15][C:16]1[CH:20]=[CH:19][NH:18][N:17]=1.O>O1CCOCC1.C(OCC)(=O)C>[NH2:6][C:7]1[CH:8]=[CH:9][CH:10]=[CH:11][C:1]=1[C:2]([NH:13][CH2:14][CH2:15][C:16]1[CH:20]=[CH:19][NH:18][N:17]=1)=[O:4]. Reported procedure: A slurry containing 17.7 g (O.109 mol) of isatoic anhydride in 80 ml of dioxane was slowly added to a cold (0° C.) solution of 12.1 g (O.109 mol) of 3-(2-aminoethyl)pyrazole in 150 ml of dioxane, under nitrogen. The reaction solution was gradually warmed to room temperature and allowed to react overnight. When the reaction was complete, as indicated by thin layer chromatography, water was added and the solution was reduced to dryness under reduced pressure. The resultant residue was dissolved in... The reactants are ClC1=C(C(=O)Cl)C=CC(=C1)F (2-chloro-4-fluorobenzoyl chloride), C1(CC1)CN1CCC(CC1)OC1=CC=CC(=N1)N (6-(1-cyclopropylmethyl-piperidin-4-yloxy)-pyridin-2-ylamine). Run in N1=CC=CC=C1 (pyridine), C(Cl)Cl (CH2Cl2), N1=CC=CC=C1 (pyridine). Conditions: time 15 hour. The product is ClC1=C(C(=O)NC2=NC(=CC=C2)OC2CCN(CC2)CC2CC2)C=CC(=C1)F (2-Chloro-N-[6-(1-cyclopropylmethyl-piperidin-4-yloxy)-pyridin-2-yl]-4-fluoro-benzamide). The yield is 79.4%. Reaction SMILES: [Cl:1][C:2]1[CH:10]=[C:9]([F:11])[CH:8]=[CH:7][C:3]=1[C:4](Cl)=[O:5].[CH:12]1([CH2:15][N:16]2[CH2:21][CH2:20][CH:19]([O:22][C:23]3[N:28]=[C:27]([NH2:29])[CH:26]=[CH:25][CH:24]=3)[CH2:18][CH2:17]2)[CH2:14][CH2:13]1>N1C=CC=CC=1.C(Cl)Cl>[Cl:1][C:2]1[CH:10]=[C:9]([F:11])[CH:8]=[CH:7][C:3]=1[C:4]([NH:29][C:27]1[CH:26]=[CH:25][CH:24]=[C:23]([O:22][CH:19]2[CH2:18][CH2:17][N:16]([CH2:15][CH:12]3[CH2:13][CH2:14]3)[CH2:21][CH2:20]2)[N:28]=1)=[O:5]. Reported procedure: Add 2-chloro-4-fluorobenzoyl chloride (149 mg, 0.58 mmol) to a solution of 6-(1-cyclopropylmethyl-piperidin-4-yloxy)-pyridin-2-ylamine (preparation 70, 130 mg, 0.53 mmol) in pyridine (7 mL) and beat at 55° C. for 15 hr. Remove pyridine in vacuo, dissolve the residue in CH2Cl2, wash with saturated NaHCO3 solution, dry over Na2SO4, filter and concentrate to give a residue. Chromatography (silica gel, eluting with 5% 2M NH3-Methanol in CH2Cl2) provides 170 mg (79%) of the title compound: mass spect... Reactants: CN1CCCC1=O, N#Cc1ccc(N)cc1Cl, [H-], [Na+], OCCCN1CCOCC1. The product is N#Cc1ccc(N)cc1OCCCN1CCOCC1. RXN SMILES: [CH3:23][N:24]1[CH2:25][CH2:26][CH2:27][C:28]1=[O:29].[Cl:13][c:14]1[cH:15][c:16]([NH2:17])[cH:18][cH:19][c:20]1[C:21]#[N:22].[H-:1].[Na+:2].[OH:3][CH2:4][CH2:5][CH2:6][N:7]1[CH2:8][CH2:9][O:10][CH2:11][CH2:12]1>>[O:3]([CH2:4][CH2:5][CH2:6][N:7]1[CH2:8][CH2:9][O:10][CH2:11][CH2:12]1)[c:14]1[cH:15][c:16]([NH2:17])[cH:18][cH:19][c:20]1[C:21]#[N:22]. Starting materials: COc1ccc(CNc2cc(Br)cnc2C(=O)NCc2ncccn2)cc1Cl, O=C([O-])[O-], O=C([O-])O, COCCOCCOC, [Cs+], [Cs+], OCC1CCCN1, [Na+], c1ccc(P(c2ccccc2)c2ccc3ccccc3c2-c2c(P(c3ccccc3)c3ccccc3)ccc3ccccc23)cc1. The product is COc1ccc(CNc2cc(N3CCCC3CO)cnc2C(=O)NCc2ncccn2)cc1Cl. Reaction SMILES: [Br:1][c:2]1[cH:3][c:4]([NH:18][CH2:19][c:20]2[cH:21][c:22]([Cl:28])[c:23]([O:26][CH3:27])[cH:24][cH:25]2)[c:5]([C:8](=[O:9])[NH:10][CH2:11][c:12]2[n:13][cH:14][cH:15][cH:16][n:17]2)[n:6][cH:7]1.[C:75](=[O:76])([O-:77])[O-:78].[C:88](=[O:89])([O-:90])[OH:91].[CH3:93][O:94][CH2:95][CH2:96][O:97][CH2:98][CH2:99][O:100][CH3:101].[Cs+:79].[Cs+:80].[NH:81]1[CH:82]([CH2:83][OH:84])[CH2:85][CH2:86][CH2:87]1.[Na+:92].[c:29]1([P:30]([c:31]2[cH:32][cH:33][cH:34][cH:35][cH:36]2)[c:37]2[cH:38][cH:39][c:40]3[c:41]([cH:42][cH:43][cH:44][cH:45]3)[c:46]2-[c:47]2[c:48]3[c:49]([cH:50][cH:51][cH:52][cH:53]3)[cH:54][cH:55][c:56]2[P:57]([c:58]2[cH:59][cH:60][cH:61][cH:62][cH:63]2)[c:64]2[cH:65][cH:66][cH:67][cH:68][cH:69]2)[cH:70][cH:71][cH:72][cH:73][cH:74]1>>[c:2]1([N:81]2[CH:82]([CH2:83][OH:84])[CH2:85][CH2:86][CH2:87]2)[cH:3][c:4]([NH:18][CH2:19][c:20]2[cH:21][c:22]([Cl:28])[c:23]([O:26][CH3:27])[cH:24][cH:25]2)[c:5]([C:8](=[O:9])[NH:10][CH2:11][c:12]2[n:13][cH:14][cH:15][cH:16][n:17]2)[n:6][cH:7]1. The reactants are C(C)(C)(C)C=1C=C(C=CC1)B1OC(C(O1)(C)C)(C)C (2-(3-tert-butylphenyl)-4,4,5,5-tetramethyl-[1,3,2]dioxaborolane), ClC=1C=C(N=NC1)CN1C(=NC=C1)C (5-chloro-3-(2-methyl-imidazol-1-yl-methyl)-pyridazine). Yields the product Cl.C(C)(C)(C)C=1C=C(C=CC1)C=1C=C(N=NC1)CN1C(=NC=C1)C (5-(3-tert-Butyl-phenyl)-3-(2-methyl-imidazol-1-yl-methyl)-pyridazine hydrochloride). As a reaction SMILES: [C:1]([C:5]1[CH:6]=[C:7](B2OC(C)(C)C(C)(C)O2)[CH:8]=[CH:9][CH:10]=1)([CH3:4])([CH3:3])[CH3:2].[Cl:20][C:21]1[CH:22]=[C:23]([CH2:27][N:28]2[CH:32]=[CH:31][N:30]=[C:29]2[CH3:33])[N:24]=[N:25][CH:26]=1>>[ClH:20].[C:1]([C:5]1[CH:6]=[C:7]([C:21]2[CH:22]=[C:23]([CH2:27][N:28]3[CH:32]=[CH:31][N:30]=[C:29]3[CH3:33])[N:24]=[N:25][CH:26]=2)[CH:8]=[CH:9][CH:10]=1)([CH3:2])([CH3:3])[CH3:4] |f:2.3|. Procedure details: The title compound, MS: m/e=307.3 (M+H+), was prepared from 2-(3-tert-butylphenyl)-4,4,5,5-tetramethyl-[1,3,2]dioxaborolane and 5-chloro-3-(2-methyl-imidazol-1-yl-methyl)-pyridazine.